From a dataset of the Open Reaction Database (ORD), a public repository of structured organic reaction records. describe an organic reaction: reactants, conditions, products, and yield The reactants are BrC=1C=C(C=2NC3=CC(=CC=C3C2C1)N1CCN(CC1)C)C(=O)N (3-Bromo-7-(4-methylpiperazin-1-yl)-9H-carbazole-1-carboxamide), C1(=CC=CC=C1)B(O)O (phenylboronic acid), C(=O)([O-])[O-].[Na+].[Na+] (Na2CO3). The reagents and catalysts are C1=CC=C(C=C1)P([C-]2C=CC=C2)C3=CC=CC=C3.C1=CC=C(C=C1)P([C-]2C=CC=C2)C3=CC=CC=C3.Cl[Pd]Cl.[Fe+2].C(Cl)Cl (PdCl2(dppf) CH2Cl2). Solvent: COCCOC (DME). Conditions: temperature 105 celsius. Product: CN1CCN(CC1)C1=CC=C2C=3C=C(C=C(C3NC2=C1)C(=O)N)C1=CC=CC=C1 (7-(4-methylpiperazin-1-yl)-3-phenyl-9H-carbazole-1-carboxamide). RXN SMILES: Br[C:2]1[CH:3]=[C:4]([C:22]([NH2:24])=[O:23])[C:5]2[NH:6][C:7]3[C:12]([C:13]=2[CH:14]=1)=[CH:11][CH:10]=[C:9]([N:15]1[CH2:20][CH2:19][N:18]([CH3:21])[CH2:17][CH2:16]1)[CH:8]=3.[C:25]1(B(O)O)[CH:30]=[CH:29][CH:28]=[CH:27][CH:26]=1.C([O-])([O-])=O.[Na+].[Na+]>C1C=CC(P(C2C=CC=CC=2)[C-]2C=CC=C2)=CC=1.C1C=CC(P(C2C=CC=CC=2)[C-]2C=CC=C2)=CC=1.Cl[Pd]Cl.[Fe+2].C(Cl)Cl.COCCOC>[CH3:21][N:18]1[CH2:19][CH2:20][N:15]([C:9]2[CH:8]=[C:7]3[C:12]([C:13]4[CH:14]=[C:2]([C:25]5[CH:30]=[CH:29][CH:28]=[CH:27][CH:26]=5)[CH:3]=[C:4]([C:22]([NH2:24])=[O:23])[C:5]=4[NH:6]3)=[CH:11][CH:10]=2)[CH2:16][CH2:17]1 |f:2.3.4,5.6.7.8.9|. Procedure: 3-Bromo-7-(4-methylpiperazin-1-yl)-9H-carbazole-1-carboxamide (35 mg, 0.090 mmol), phenylboronic acid (22.04 mg, 0.181 mmol), PdCl2(dppf)-CH2Cl2 adduct (7.38 mg, 9.04 μmol), and Na2CO3 (2M) (0.181 mL, 0.362 mmol) were mixed with DME (1 mL) in a sealed microwave vial. The mixture was flushed with N2 and heated at 105° C. in an oil bath for 1.5 hrs. The mixture was concentrated and purified using preparative HPLC to give titled product. MS (ESI) m/z 385.19 (M+H)+. 1H NMR (DMSO-d6) δ ppm 11.08 (s, ... The reactants are BrC1=CC=C(C=C1)C=1N=C(NC1)[C@H]1N(C[C@H](C1)C)C(=O)OC(C)(C)C ((2S,4S)-tert-butyl 2-(4-(4-bromophenyl)-1H-imidazol-2-yl)-4-methylpyrrolidine-1-carboxylate), ClC=1C(=CC(=C(C1)B(O)O)OC(F)(F)F)NC(C1=CN=C(C=C1)N1[C@@H](CN(CC1)C(C(C)(C)C)=O)C)=O ((R)-(5-chloro-4-(6-(2-methyl-4-pivaloylpiperazin-1-yl)nicotinamido)-2-(trifluoromethoxy)phenyl)boronic acid), C([O-])(O)=O.[Na+] (sodium bicarbonate), CC1OCCC1 (methyltetrahydrofuran). Reagents/catalysts: CC(C)(C)P(C1=CC=C(C=C1)N(C)C)C(C)(C)C.CC(C)(C)P(C1=CC=C(C=C1)N(C)C)C(C)(C)C.Cl[Pd]Cl (bis(di-tert-butyl(4-dimethylaminophenyl)phosphine)dichloropalladium(II)). Solvent: CCOC(=O)C (EtOAc), O (water). Conditions: temperature 70 celsius. Yields the product ClC=1C(=CC(=C(C1)C1=CC=C(C=C1)C=1N=C(NC1)[C@H]1N(C[C@H](C1)C)C(=O)OC(C)(C)C)OC(F)(F)F)NC(C1=CN=C(C=C1)N1[C@@H](CN(CC1)C(C(C)(C)C)=O)C)=O ((2S,4S)-tert-butyl 2-(4-(5′-chloro-4′-(6-((R)-2-methyl-4-pivaloylpiperazin-1-yl)nicotinamido)-2′-(trifluoromethoxy)-[1,1′-biphenyl]-4-yl)-1H-imidazol-2-yl)-4-methylpyrrolidine-1-carboxylate). Yield: 92.7%. Reaction SMILES: Br[C:2]1[CH:7]=[CH:6][C:5]([C:8]2[N:9]=[C:10]([C@@H:13]3[CH2:17][C@H:16]([CH3:18])[CH2:15][N:14]3[C:19]([O:21][C:22]([CH3:25])([CH3:24])[CH3:23])=[O:20])[NH:11][CH:12]=2)=[CH:4][CH:3]=1.[Cl:26][C:27]1[C:28]([NH:41][C:42](=[O:62])[C:43]2[CH:48]=[CH:47][C:46]([N:49]3[CH2:54][CH2:53][N:52]([C:55](=[O:60])[C:56]([CH3:59])([CH3:58])[CH3:57])[CH2:51][C@H:50]3[CH3:61])=[N:45][CH:44]=2)=[CH:29][C:30]([O:36][C:37]([F:40])([F:39])[F:38])=[C:31](B(O)O)[CH:32]=1.C(=O)(O)[O-].[Na+].CC1CCCO1>CC(P(C(C)(C)C)C1C=CC(N(C)C)=CC=1)(C)C.CC(P(C(C)(C)C)C1C=CC(N(C)C)=CC=1)(C)C.Cl[Pd]Cl.CCOC(C)=O.O>[Cl:26][C:27]1[C:28]([NH:41][C:42](=[O:62])[C:43]2[CH:48]=[CH:47][C:46]([N:49]3[CH2:54][CH2:53][N:52]([C:55](=[O:60])[C:56]([CH3:59])([CH3:58])[CH3:57])[CH2:51][C@H:50]3[CH3:61])=[N:45][CH:44]=2)=[CH:29][C:30]([O:36][C:37]([F:40])([F:39])[F:38])=[C:31]([C:2]2[CH:3]=[CH:4][C:5]([C:8]3[N:9]=[C:10]([C@@H:13]4[CH2:17][C@H:16]([CH3:18])[CH2:15][N:14]4[C:19]([O:21][C:22]([CH3:23])([CH3:25])[CH3:24])=[O:20])[NH:11][CH:12]=3)=[CH:6][CH:7]=2)[CH:32]=1 |f:2.3,5.6.7|. Procedure details: To a round bottom flask was added (2S,4S)-tert-butyl 2-(4-(4-bromophenyl)-1H-imidazol-2-yl)-4-methylpyrrolidine-1-carboxylate (10 g, 24.61 mmol), (R)-(5-chloro-4-(6-(2-methyl-4-pivaloylpiperazin-1-yl)nicotinamido)-2-(trifluoromethoxy)phenyl)boronic acid (14.16 g, 26.1 mmol), sodium bicarbonate (7.24 g, 86 mmol), bis(di-tert-butyl(4-dimethylaminophenyl)phosphine)dichloropalladium(II) (0.17 g, 0.246 mmol), 2 methyltetrahydrofuran (120 mL) and water (44.3 mL) to give a suspension. The reaction mixt...